Dataset: the Open Reaction Database (ORD), a public repository of structured organic reaction records. Task: describe an organic reaction: reactants, conditions, products, and yield Reactants: CO (MeOH), NC1=NN=NN1 (5-Amino-1H-tetrazole), resultant suspension, Cl.CN(CCCN=C=NCC)C (N-(3-Dimethylaminopropyl)-N′-ethylcarbodiimide hydrochloride), C1(CCC1)OC1=C(C(=O)NC2(CC3=CC=CC=C3C2)C(=O)O)C=CC=C1C (2-[(2-cyclobutoxy-3-methyl-benzoyl)-amino]-indan-2-carboxylic acid). The reagents and catalysts are CN(C1=CC=NC=C1)C (4-dimethylaminopyridine). Solvent: C(Cl)Cl (DCM), C(Cl)Cl (DCM). Yields the product N1N=NN=C1NC(=O)C1(CC2=CC=CC=C2C1)NC(C1=C(C(=CC=C1)C)OC1CCC1)=O (2-(2-Cyclobutoxy-3-methyl-benzoylamino)-indan-2-carboxylic acid (1H-tetrazol-5-yl)-amide). The yield is 68.0%. Reaction SMILES: [CH:1]1([O:5][C:6]2[C:26]([CH3:27])=[CH:25][CH:24]=[CH:23][C:7]=2[C:8]([NH:10][C:11]2([C:20](O)=[O:21])[CH2:19][C:18]3[C:13](=[CH:14][CH:15]=[CH:16][CH:17]=3)[CH2:12]2)=[O:9])[CH2:4][CH2:3][CH2:2]1.[NH2:28][C:29]1[NH:33][N:32]=[N:31][N:30]=1.Cl.CN(C)CCCN=C=NCC.CO>CN(C)C1C=CN=CC=1.C(Cl)Cl>[NH:30]1[C:29]([NH:28][C:20]([C:11]2([NH:10][C:8](=[O:9])[C:7]3[CH:23]=[CH:24][CH:25]=[C:26]([CH3:27])[C:6]=3[O:5][CH:1]3[CH2:4][CH2:3][CH2:2]3)[CH2:19][C:18]3[C:13](=[CH:14][CH:15]=[CH:16][CH:17]=3)[CH2:12]2)=[O:21])=[N:33][N:32]=[N:31]1 |f:2.3|. Procedure details: A 40 mL tube is charged with 2-[(2-cyclobutoxy-3-methyl-benzoyl)-amino]-indan-2-carboxylic acid (323 mg, 0.884 mmol) and dry DCM (7 mL). A stirring bar is added and stirring is initiated. 5-Amino-1H-tetrazole (113 mg, 1.33 mmol) is added. To the resultant suspension, N-(3-Dimethylaminopropyl)-N′-ethylcarbodiimide hydrochloride (170 mg, 0.88 mmol) and 4-dimethylaminopyridine (108 mg, 0.88 mmol) is added. After 11½ days, tlc analysis (silica, 10% MeOH in DCM) indicates that the starting acid had b... Starting materials: C(C1=CC=CC=C1)OC(=O)N1CCC(CC1)C(C)=O (4-acetyl-piperidine-1-carboxylic acid benzyl ester), Cl.NO (hydroxylamine hydrochloride). Solvent: N1=CC=CC=C1 (pyridine). Run at temperature 100 celsius. Yields the product C(C1=CC=CC=C1)OC(=O)N1CCC(CC1)C(C)=NO (4-(1-hydroxyimino-ethyl)-piperidine-1-carboxylic acid benzyl ester). RXN SMILES: [CH2:1]([O:8][C:9]([N:11]1[CH2:16][CH2:15][CH:14]([C:17](=O)[CH3:18])[CH2:13][CH2:12]1)=[O:10])[C:2]1[CH:7]=[CH:6][CH:5]=[CH:4][CH:3]=1.Cl.[NH2:21][OH:22]>N1C=CC=CC=1>[CH2:1]([O:8][C:9]([N:11]1[CH2:16][CH2:15][CH:14]([C:17](=[N:21][OH:22])[CH3:18])[CH2:13][CH2:12]1)=[O:10])[C:2]1[CH:7]=[CH:6][CH:5]=[CH:4][CH:3]=1 |f:1.2|. Procedure details: A mixture of 4.0 g of 4-acetyl-piperidine-1-carboxylic acid benzyl ester, 25 mL of pyridine, and 6 g of hydroxylamine hydrochloride were heated to 100° C. for 12 h. The mixture was concentrated under reduced pressure and partitioned between 200 mL of ethyl acetate and 50 mL of 1N HCl. The organic extract was dried over magnesium sulfate and concentrated to dryness under reduced pressure. Drying under vacuum gave 4-(1-hydroxyimino-ethyl)-piperidine-1-carboxylic acid benzyl ester as a solid: Reactants: Cl, O=C(O)c1cccc(C(F)(F)F)c1, Cc1nc2cccc(CN)c2c(=O)n1C1CCC(=O)NC1=O, CN(C)C=O. Yields the product Cc1nc2cccc(CNC(=O)c3cccc(C(F)(F)F)c3)c2c(=O)n1C1CCC(=O)NC1=O. Reaction SMILES: [ClH:14].[F:1][C:2]([c:3]1[cH:4][c:5]([C:6](=[O:7])[OH:8])[cH:9][cH:10][cH:11]1)([F:12])[F:13].[NH2:15][CH2:16][c:17]1[c:18]2[c:19](=[O:36])[n:20]([CH:28]3[C:29](=[O:35])[NH:30][C:31](=[O:34])[CH2:32][CH2:33]3)[c:21]([CH3:27])[n:22][c:23]2[cH:24][cH:25][cH:26]1.[O:37]=[CH:38][N:39]([CH3:40])[CH3:41]>>[F:1][C:2]([c:3]1[cH:4][c:5]([C:6](=[O:8])[NH:15][CH2:16][c:17]2[c:18]3[c:19](=[O:36])[n:20]([CH:28]4[C:29](=[O:35])[NH:30][C:31](=[O:34])[CH2:32][CH2:33]4)[c:21]([CH3:27])[n:22][c:23]3[cH:24][cH:25][cH:26]2)[cH:9][cH:10][cH:11]1)([F:12])[F:13]. Starting materials: Nc1ccncc1, O=C1CCC(=O)O1, Cc1ccccc1C. Product: O=C1CCC(=O)N1c1ccncc1. Reaction SMILES: [NH2:8][c:9]1[cH:10][cH:11][n:12][cH:13][cH:14]1.[O:1]=[C:2]1[CH2:3][CH2:4][C:5](=[O:6])[O:7]1.[c:15]1([CH3:16])[c:17]([CH3:18])[cH:19][cH:20][cH:21][cH:22]1>>[O:1]=[C:2]1[CH2:3][CH2:4][C:5](=[O:7])[N:8]1[c:9]1[cH:10][cH:11][n:12][cH:13][cH:14]1. Starting materials: COc1ccccc1S, CCO, Cl, [Na+], [OH-], ClCc1ccccn1. The product is COc1ccccc1SCc1ccccn1, Cl. RXN SMILES: [CH3:1][O:2][c:3]1[c:4]([SH:9])[cH:5][cH:6][cH:7][cH:8]1.[CH3:21][CH2:22][OH:23].[ClH:20].[Na+:11].[OH-:10].[c:12]1([CH2:18][Cl:19])[cH:13][cH:14][cH:15][cH:16][n:17]1>>[CH3:1][O:2][c:3]1[c:4]([S:9][CH2:18][c:12]2[cH:13][cH:14][cH:15][cH:16][n:17]2)[cH:5][cH:6][cH:7][cH:8]1.[ClH:19]. Reactants: BrC(Br)(Br)Br, CC#N, O=C1Nc2cccc3c2C1(CCCCO)CCC3, c1ccc(P(c2ccccc2)c2ccccc2)cc1. Yields the product O=C1Nc2cccc3c2C1(CCCCBr)CCC3. RXN SMILES: [C:19]([Br:20])([Br:21])([Br:22])[Br:23].[CH3:43][C:44]#[N:45].[OH:1][CH2:2][CH2:3][CH2:4][CH2:5][C:6]12[C:7](=[O:18])[NH:8][c:9]3[cH:10][cH:11][cH:12][c:13]([c:14]31)[CH2:15][CH2:16][CH2:17]2.[c:24]1([P:25]([c:26]2[cH:27][cH:28][cH:29][cH:30][cH:31]2)[c:32]2[cH:33][cH:34][cH:35][cH:36][cH:37]2)[cH:38][cH:39][cH:40][cH:41][cH:42]1>>[CH2:2]([CH2:3][CH2:4][CH2:5][C:6]12[C:7](=[O:18])[NH:8][c:9]3[cH:10][cH:11][cH:12][c:13]([c:14]31)[CH2:15][CH2:16][CH2:17]2)[Br:20].